Dataset: the Open Reaction Database (ORD), a public repository of structured organic reaction records. Task: describe an organic reaction: reactants, conditions, products, and yield Starting materials: FC=1C=C(C=CC1C(=O)N1CCN(CC1)C1=NC(=C(C=C1C)C)C)N1C(NC(C1C)=O)=O (1-{3-fluoro-4-[4-(3,5,6-trimethylpyridin-2-yl)piperazine-1-carbonyl]phenyl}-5-methylimidazolidine-2,4-dione), CI (methyl iodide). The product is FC=1C=C(C=CC1C(=O)N1CCN(CC1)C1=NC(=C(C=C1C)C)C)N1C(N(C(C1C)=O)C)=O (1-{3-fluoro-4-[4-(3,5,6-trimethylpyridin-2-yl)piperazine-1-carbonyl]phenyl}-3,5-dimethylimidazolidine-2,4-dione). RXN SMILES: [F:1][C:2]1[CH:3]=[C:4]([N:25]2[CH:29]([CH3:30])[C:28](=[O:31])[NH:27][C:26]2=[O:32])[CH:5]=[CH:6][C:7]=1[C:8]([N:10]1[CH2:15][CH2:14][N:13]([C:16]2[C:21]([CH3:22])=[CH:20][C:19]([CH3:23])=[C:18]([CH3:24])[N:17]=2)[CH2:12][CH2:11]1)=[O:9].[CH3:33]I>>[F:1][C:2]1[CH:3]=[C:4]([N:25]2[CH:29]([CH3:30])[C:28](=[O:31])[N:27]([CH3:33])[C:26]2=[O:32])[CH:5]=[CH:6][C:7]=1[C:8]([N:10]1[CH2:15][CH2:14][N:13]([C:16]2[C:21]([CH3:22])=[CH:20][C:19]([CH3:23])=[C:18]([CH3:24])[N:17]=2)[CH2:12][CH2:11]1)=[O:9]. Procedure details: Using 1-{3-fluoro-4-[4-(3,5,6-trimethylpyridin-2-yl)piperazine-1-carbonyl]phenyl}-5-methylimidazolidine-2,4-dione (50 mg) described in Example 552 and methyl iodide (7.8 μL) and by the reaction and treatment in the same manner as in Example 551, the title compound (27 mg) was obtained.